From a dataset of the Open Reaction Database (ORD), a public repository of structured organic reaction records. describe an organic reaction: reactants, conditions, products, and yield RXN SMILES: [CH3:1][O:2][C:3]1[CH:8]=[CH:7][C:6]([C:9]2[C:17]3[C:16]([NH:18][CH2:19][CH2:20][CH2:21][CH2:22][CH2:23][CH2:24][CH2:25]S([O-])(=O)=O)=[N:15][CH:14]=[N:13][C:12]=3[O:11][C:10]=2[C:30]2[CH:35]=[CH:34][CH:33]=[CH:32][CH:31]=2)=[CH:5][CH:4]=1.[C-]#[N:37].[K+]>CN(C=O)C.C(OCC)(=O)C>[CH3:1][O:2][C:3]1[CH:8]=[CH:7][C:6]([C:9]2[C:17]3[C:16]([NH:18][CH2:19][CH2:20][CH2:21][CH2:22][CH2:23][CH2:24][C:25]#[N:37])=[N:15][CH:14]=[N:13][C:12]=3[O:11][C:10]=2[C:30]2[CH:35]=[CH:34][CH:33]=[CH:32][CH:31]=2)=[CH:5][CH:4]=1 |f:1.2|. Reported procedure: Stir a mixture of 400 mg (approx. 0.80 mmol) 6-{[5-(4-methoxyphenyl)-6-phenylfuro[2,3-d]-pyrimidin-4-yl]amino}hexyl-methanesulphonate and 526 mg (8.1 mmol) potassium cyanide in 20 ml DMF overnight at 80° C. After cooling, dilute with ethyl acetate and wash with water and saturated sodium chloride solution. Dry the organic phase over magnesium sulphate and concentrate by evaporation. Purify the raw product by RP-HPLC (column: Gromsil 250 mm×40 mm, 10 μm; acetonitrile/water gradient: 0-3 min 5% ac... Starting materials: COC1=CC=C(C=C1)C1=C(OC=2N=CN=C(C21)NCCCCCCCS(=O)(=O)[O-])C2=CC=CC=C2 (6-{[5-(4-methoxyphenyl)-6-phenylfuro[2,3-d]-pyrimidin-4-yl]amino}hexyl-methanesulphonate), [C-]#N.[K+] (potassium cyanide). Yields the product COC1=CC=C(C=C1)C1=C(OC=2N=CN=C(C21)NCCCCCCC#N)C2=CC=CC=C2 (7-{[5-(4-Methoxyphenyl)-6-phenylfuro[2,3-d]pyrimidin-4-yl]amino}heptanenitrile). Solvent: CN(C)C=O (DMF), C(C)(=O)OCC (ethyl acetate). Starting materials: ClC1=C(N=CN(C1=O)C=1C=C(C(=O)NCC(=O)N)C=CC1C)OCC1=C(C=C(C=C1)F)F (3-[5-chloro-4-[(2,4-difluorobenzyl)oxy]-6-oxopyrimidin-1(6H)-yl]-N-[1-(aminocarbonyl)methyl]-4-methylbenzamide), Cl.NCC(=O)N (glycineamide HCl). Yields the product ClC1=C(N=CN(C1=O)C=1C=C(C(=O)N[C@H](CO)C)C=CC1C)OCC1=C(C=C(C=C1)F)F (3-[5-chloro-4-[(2,4-difluorobenzyl)oxy]-6-oxopyrimidin-1(6H)-yl]-N-[(1S)-2-hydroxy-1-methylethyl]-4-methylbenzamide). As a reaction SMILES: [Cl:1][C:2]1[C:7](=[O:8])[N:6]([C:9]2[CH:10]=[C:11]([CH:19]=[CH:20][C:21]=2[CH3:22])[C:12]([NH:14][CH2:15][C:16](N)=[O:17])=[O:13])[CH:5]=[N:4][C:3]=1[O:23][CH2:24][C:25]1[CH:30]=[CH:29][C:28]([F:31])=[CH:27][C:26]=1[F:32].Cl.N[CH2:35]C(N)=O>>[Cl:1][C:2]1[C:7](=[O:8])[N:6]([C:9]2[CH:10]=[C:11]([CH:19]=[CH:20][C:21]=2[CH3:22])[C:12]([NH:14][C@@H:15]([CH3:35])[CH2:16][OH:17])=[O:13])[CH:5]=[N:4][C:3]=1[O:23][CH2:24][C:25]1[CH:30]=[CH:29][C:28]([F:31])=[CH:27][C:26]=1[F:32] |f:1.2|. Reported procedure: The title compound was prepared using a procedure similar to that used in Step 4 of the synthesis of 3-[5-chloro-4-[(2,4-difluorobenzyl)oxy]-6-oxopyrimidin-1(6H)-yl]-N-[1-(aminocarbonyl)methyl]-4-methylbenzamide by substituting (S)-(+)-2-amino-1-propanol for glycineamide HCl. 1H NMR (CD3OD/400 MHz) δ8.32 (s, 1H), 7.92 (m, 1H), 7.77 (s, 1H), 7.61 (q, 1H, J=8.4 Hz), 7.52 (d, 1H, J=8.0 Hz), 7.02 (m, 2H), 5.60 (m, 2H), 4.16 (m, 1H), 3.58 (m, 2H), 2.20 (s, 3H), 1.22 (d, 3H, J=6.0 Hz). ESHRMS m/z 464....